This data is from the Open Reaction Database (ORD), a public repository of structured organic reaction records. The task is: describe an organic reaction: reactants, conditions, products, and yield Isolated yield 85.2%. Reported procedure: Dissolve tert-butyl N-[(1S)-2-[4-[2-(4-amino-6-chloro-2-methyl-pyrimidin-5-yl)ethyl]-1-piperidyl]-1-methyl-2-oxo-ethyl]carbamate (15.78 g, 37.05 mmol) in DCM (185 mL), add TFA (185 mL) in a dropwise manner over 3 min, and stir overnight. Analyze the reaction by LCMS (low pH) to show complete conversion. Slowly add MeOH (400 mL) due to exothermic mixing. Prewash three SCX columns (50 g) with water (20 mL) and then MeOH (20 mL). Divide the reaction mixture into three equal portions and load equall... Starting materials: O (water), NC1=NC(=NC(=C1CCC1CCN(CC1)C([C@H](C)NC(OC(C)(C)C)=O)=O)Cl)C (tert-butyl N-[(1S)-2-[4-[2-(4-amino-6-chloro-2-methyl-pyrimidin-5-yl)ethyl]-1-piperidyl]-1-methyl-2-oxo-ethyl]carbamate), C(=O)(C(F)(F)F)O (TFA), CO (MeOH), CO (MeOH). Yields the product N[C@H](C(=O)N1CCC(CC1)CCC=1C(=NC(=NC1Cl)C)N)C ((2S)-2-Amino-1-[4-[2-(4-amino-6-chloro-2-methyl-pyrimidin-5-yl)ethyl]-1-piperidyl]propan-1-one). Run in C(Cl)Cl (DCM). Run at time 8 hour. Reaction SMILES: [NH2:1][C:2]1[C:7]([CH2:8][CH2:9][CH:10]2[CH2:15][CH2:14][N:13]([C:16](=[O:27])[C@@H:17]([NH:19]C(=O)OC(C)(C)C)[CH3:18])[CH2:12][CH2:11]2)=[C:6]([Cl:28])[N:5]=[C:4]([CH3:29])[N:3]=1.C(O)(C(F)(F)F)=O.CO.O>C(Cl)Cl>[NH2:19][C@@H:17]([CH3:18])[C:16]([N:13]1[CH2:14][CH2:15][CH:10]([CH2:9][CH2:8][C:7]2[C:2]([NH2:1])=[N:3][C:4]([CH3:29])=[N:5][C:6]=2[Cl:28])[CH2:11][CH2:12]1)=[O:27].